From a dataset of the Open Reaction Database (ORD), a public repository of structured organic reaction records. describe an organic reaction: reactants, conditions, products, and yield Reactants: CCCC[Sn](Cl)(CCCC)CCCC, C1CCOC1, CC(C)[Mg+], [Cl-], [Cl-], [Cl-], Cc1cc(-c2ccc(Cl)cc2)nc(-n2cnc(I)c2)n1, [Li+], [NH4+]. Product: CCCC[Sn](CCCC)(CCCC)c1cn(-c2nc(C)cc(-c3ccc(Cl)cc3)n2)cn1. As a reaction SMILES: [CH2:28]([CH2:29][CH2:30][CH3:31])[Sn:32]([CH2:33][CH2:34][CH2:35][CH3:36])([CH2:37][CH2:38][CH2:39][CH3:40])[Cl:41].[CH2:44]1[O:45][CH2:46][CH2:47][CH2:48]1.[CH:24]([Mg+:25])([CH3:26])[CH3:27].[Cl-:21].[Cl-:23].[Cl-:42].[Cl:1][c:2]1[cH:3][cH:4][c:5](-[c:8]2[n:9][c:10](-[n:15]3[cH:16][n:17][c:18]([I:20])[cH:19]3)[n:11][c:12]([CH3:14])[cH:13]2)[cH:6][cH:7]1.[Li+:22].[NH4+:43]>>[Cl:1][c:2]1[cH:3][cH:4][c:5](-[c:8]2[n:9][c:10](-[n:15]3[cH:16][n:17][c:18]([Sn:32]([CH2:28][CH2:29][CH2:30][CH3:31])([CH2:33][CH2:34][CH2:35][CH3:36])[CH2:37][CH2:38][CH2:39][CH3:40])[cH:19]3)[n:11][c:12]([CH3:14])[cH:13]2)[cH:6][cH:7]1. RXN SMILES: Cl[C:2]1[C:11]2[C:6](=[CH:7][C:8]([O:14][CH3:15])=[C:9]([O:12][CH3:13])[CH:10]=2)[N:5]=[CH:4][CH:3]=1.[C:16]([O:25][CH2:26][CH2:27][CH:28]([CH3:30])[CH3:29])(=[O:24])[C:17]1[C:18](=[CH:20][CH:21]=[CH:22][CH:23]=1)[OH:19]>CN(C)C1C=CN=CC=1.ClC1C=CC=CC=1Cl>[CH3:13][O:12][C:9]1[CH:10]=[C:11]2[C:6](=[CH:7][C:8]=1[O:14][CH3:15])[N:5]=[CH:4][CH:3]=[C:2]2[O:19][C:18]1[CH:20]=[CH:21][CH:22]=[CH:23][C:17]=1[C:16]([O:25][CH2:26][CH2:27][CH:28]([CH3:29])[CH3:30])=[O:24]. Reagents/catalysts: CN(C1=CC=NC=C1)C (4-dimethylaminopyridine). Run in ClC1=C(C=CC=C1)Cl (o-dichlorobenzene). Run at temperature 140 celsius, time 3 hour. Product: COC=1C=C2C(=CC=NC2=CC1OC)OC1=C(C(=O)OCCC(C)C)C=CC=C1 (Isoamyl 2-[(6,7-dimethoxy-4-quinolyl)oxy]benzoate). The yield is 62.2%. Reported procedure: 4-Chloro-6,7-dimethoxyquinoline (100 mg), isoamyl salicylate (416 mg), and 4-dimethylaminopyridine (244 mg) were suspended in o-dichlorobenzene (1 ml), and the suspension was stirred at 120° C. overnight and at 140° C. for 3 hr. The reaction solution was cooled to room temperature, and the solvent was removed by distillation under the reduced pressure. Water was then added to the residue, and the mixture was extracted with chloroform. The chloroform layer was washed with water and was dried over... Starting materials: ClC1=CC=NC2=CC(=C(C=C12)OC)OC (4-Chloro-6,7-dimethoxyquinoline), C(C=1C(O)=CC=CC1)(=O)OCCC(C)C (isoamyl salicylate). Reactants: Cc1nnnn1-c1ccc(Br)cc1[N+](=O)[O-], CO, [Cl-], [NH4+], O, [Zn]. The product is Cc1nnnn1-c1ccc(Br)cc1N. Reaction SMILES: [Br:1][c:2]1[cH:3][c:4]([N+:14]([O-:15])=[O:16])[c:5](-[n:8]2[n:9][n:10][n:11][c:12]2[CH3:13])[cH:6][cH:7]1.[CH3:20][OH:21].[Cl-:17].[NH4+:18].[OH2:19].[Zn:22]>>[Br:1][c:2]1[cH:3][c:4]([NH2:14])[c:5](-[n:8]2[n:9][n:10][n:11][c:12]2[CH3:13])[cH:6][cH:7]1. Reactants: COC=CC=1N=CC2=CC=CC=C2C1 (3-(2-Methoxyvinyl)isoquinoline). The reagents and catalysts are [Pd] (palladium-on-carbon). Run in CO (methanol). Run at time 20 hour. Product: COCCC=1N=CC2=CC=CC=C2C1 (3-(2-Methoxyethyl)isoquinoline). Reaction SMILES: [CH3:1][O:2][CH:3]=[CH:4][C:5]1[N:6]=[CH:7][C:8]2[C:13]([CH:14]=1)=[CH:12][CH:11]=[CH:10][CH:9]=2>CO.[Pd]>[CH3:1][O:2][CH2:3][CH2:4][C:5]1[N:6]=[CH:7][C:8]2[C:13]([CH:14]=1)=[CH:12][CH:11]=[CH:10][CH:9]=2. Reported procedure: 3-(2-Methoxyvinyl)isoquinoline (a mixture of the cis and trans isomers; 5 g) is dissolved in methanol (50 cc). A catalyst (3% palladium-on-carbon; 0.5 g) is added and the mixture is hydrogenated in an autoclave at 20° C. under a pressure of 15 atmospheres for 20 hours, whilst stirring. The reaction mixture is then filterred and the filtrate is concentrated to dryness at 40° C. under reduced pressure (20 mm Hg). The oily residue is dissolved in methylene chloride (10 cc) and the solution is poure... Starting materials: CSCCC(N)C(=O)O, [Cl-], [Cl-], [F-], [K+], [Mg+2], Nc1ncnc2c1ncn2C1OC(COP(=O)(O)OP(=O)(O)OP(=O)(O)O)C(O)C1O. The product is Nc1ncnc2c1ncn2C1OC(CF)C(O)C1O. As a reaction SMILES: [CH3:35][S:36][CH2:37][CH2:38][CH:39]([C:40](=[O:41])[OH:42])[NH2:43].[Cl-:32].[Cl-:34].[F-:44].[K+:45].[Mg+2:33].[NH2:1][c:2]1[n:3][cH:4][n:5][c:6]2[n:7]([CH:11]3[O:12][CH:13]([CH2:14][O:15][P:16]([O:17][P:18]([O:19][P:20](=[O:21])([OH:22])[OH:23])(=[O:24])[OH:25])(=[O:26])[OH:27])[CH:28]([OH:29])[CH:30]3[OH:31])[cH:8][n:9][c:10]12>>[NH2:1][c:2]1[n:3][cH:4][n:5][c:6]2[n:7]([CH:11]3[O:12][CH:13]([CH2:14][F:44])[CH:28]([OH:29])[CH:30]3[OH:31])[cH:8][n:9][c:10]12.